Dataset: the Open Reaction Database (ORD), a public repository of structured organic reaction records. Task: describe an organic reaction: reactants, conditions, products, and yield The reactants are ClC1=NC(=CC=C1NC(=O)C=1C(=NC=C(C1)Br)NCC)Cl (N-(2,6-dichloro-3-pyridinyl)-5-bromo-2-ethylamino-3-pyridinecarboxamide), solution, C[Si]([N-][Si](C)(C)C)(C)C.[Na+] (sodium hexamethyldisilazide), O1CCCC1 (tetrahydrofuran). Solvent: ice water, N1=CC=CC=C1 (pyridine). Run at time 10 minute. Product: BrC1=CC2=C(N(C3=C(NC2=O)C=CC(=N3)Cl)CC)N=C1 (8-Bromo-2-chloro-5,11-dihydro-11-ethyl-6H-dipyrido[3,2-b:2',3'-e][1,4]diazepin-6-one). Yield: 92.4%. Reaction SMILES: Cl[C:2]1[C:7]([NH:8][C:9]([C:11]2[C:12]([NH:18][CH2:19][CH3:20])=[N:13][CH:14]=[C:15]([Br:17])[CH:16]=2)=[O:10])=[CH:6][CH:5]=[C:4]([Cl:21])[N:3]=1.C[Si](C)(C)[N-][Si](C)(C)C.[Na+].O1CCCC1>N1C=CC=CC=1>[Br:17][C:15]1[CH:14]=[N:13][C:12]2[N:18]([CH2:19][CH3:20])[C:2]3[N:3]=[C:4]([Cl:21])[CH:5]=[CH:6][C:7]=3[NH:8][C:9](=[O:10])[C:11]=2[CH:16]=1 |f:1.2|. Procedure details: To a solution of N-(2,6-dichloro-3-pyridinyl)-5-bromo-2-ethylamino-3-pyridinecarboxamide (5.9 g, 15 mmol) in 30 mL of pyridine at 50° C. under argon was added by syringe a 1.0M solution of sodium hexamethyldisilazide in tetrahydrofuran (31.5 mL, 31.5 mmol). After 10 min, the reaction mixture was diluted with ice water and allowed to stir for 2 hours. The resultant orange-yellow precipitate was collected by suction filtration and air-dried to give 4.9 g of the title compound.